Task: describe an organic reaction: reactants, conditions, products, and yield. Dataset: the Open Reaction Database (ORD), a public repository of structured organic reaction records Reactants: C(O)([O-])=O.[Na+] (sodium hydrogencarbonate), OC(CO)COC1=CC=C(C=C1)CN1N=CC=C1 (2-hydroxy-3-[4-(1-pyrazolyl)methylphenoxy]propanol), C(CC)=O (propionaldehyde), C1(=CC=C(C=C1)S(=O)(=O)O)C (p-toluenesulfonic acid). The solvent is C1(=CC=CC=C1)C (toluene). Reaction conditions: time 4 hour. Yields the product N1(N=CC=C1)CC1=CC=C(OC2OC(OC2)(CC)C)C=C1 (4-[4-(1-pyrazolyl)methylphenoxy]-methyl-2-ethyl-1,3-dioxolane). Reaction SMILES: [OH:1][CH:2]([CH2:5][O:6][C:7]1[CH:12]=[CH:11][C:10]([CH2:13][N:14]2[CH:18]=[CH:17][CH:16]=[N:15]2)=[CH:9][CH:8]=1)CO.[CH:19](=[O:22])[CH2:20][CH3:21].[C:23]1(C)C=CC(S(O)(=O)=O)=CC=1.C(=O)([O-])O.[Na+]>C1(C)C=CC=CC=1>[N:14]1([CH2:13][C:10]2[CH:9]=[CH:8][C:7]([O:6][CH:5]3[CH2:2][O:1][C:19]([CH3:23])([CH2:20][CH3:21])[O:22]3)=[CH:12][CH:11]=2)[CH:18]=[CH:17][CH:16]=[N:15]1 |f:3.4|. Reported procedure: A mixture of this 2-hydroxy-3-[4-(1-pyrazolyl)methylphenoxy]propanol (941 mg), propionaldehyde (308 mg), dry toluene (20 ml) and a catalytic amount of p-toluenesulfonic acid was heated at reflux under stirring for 4 hours. Then, the reaction mixture was poured into ice-cooled 5% aqueous sodium hydrogencarbonate (100 ml), followed by two extractions with ethyl acetate (50 ml). The organic layers were combined, washed with saturated sodium chloride solution, dried with anhydrous magnesium sulfate,...